Dataset: the Open Reaction Database (ORD), a public repository of structured organic reaction records. Task: describe an organic reaction: reactants, conditions, products, and yield The reactants are CC=1C=NC=2N(C1C=1C=C(C=CC1)C(F)(F)F)N=CC2 (6-methyl-7-(α,α,α-trifluoro-m-tolyl)pyrazolo[1,5-a]pyrimidine), ClN1N=NC2=C1C=CC=C2 (N-chlorobenzotriazole), [OH-].[Na+] (sodium hydroxide). Solvent: C(Cl)(Cl)Cl (chloroform). Run at time 30 minute. Product: ClC=1C=NN2C1N=CC(=C2C=2C=C(C=CC2)C(F)(F)F)C (3-Chloro-6-methyl-7-(α,α,α-trifluoro-m-tolyl)pyrazolo[1,5-a]pyrimidine). As a reaction SMILES: [CH3:1][C:2]1[CH:3]=[N:4][C:5]2[N:6]([N:18]=[CH:19][CH:20]=2)[C:7]=1[C:8]1[CH:9]=[C:10]([C:14]([F:17])([F:16])[F:15])[CH:11]=[CH:12][CH:13]=1.[Cl:21]N1C2C=CC=CC=2N=N1.[OH-].[Na+]>C(Cl)(Cl)Cl>[Cl:21][C:20]1[CH:19]=[N:18][N:6]2[C:7]([C:8]3[CH:9]=[C:10]([C:14]([F:15])([F:16])[F:17])[CH:11]=[CH:12][CH:13]=3)=[C:2]([CH3:1])[CH:3]=[N:4][C:5]=12 |f:2.3|. Reported procedure: A mixture of 2.77 g. of 6-methyl-7-(α,α,α-trifluoro-m-tolyl)pyrazolo[1,5-a]pyrimidine, 100 ml. of chloroform and 1.68 g. of N-chlorobenzotriazole is refluxed for 20 minutes, allowed to stand at room temperature for 30 minutes and then poured into 1 N sodium hydroxide in an ice bath. The product is separated, dried over sodium sulfate and treated as described in Example 1, giving the desired product, m.p. 195°-197° C. Reactants: triethylphosphonoacetate, COC=1C=C2C=C(C(=C(C2=CC1)OC1=CC=C(C=O)C=C1)C1=CSC=C1)C (4-(6-Methoxy-3-methyl-2-thiophen-3-yl-naphthalen-1-yloxy)-benzaldehyde), CC(=O)C.C(=O)=O (acetone dry ice), [Li]CCCC (nBuLi). The solvent is C1CCOC1 (THF), C1CCOC1 (THF). Reaction conditions: time 30 minute. The product is C(C)OC(C=CC1=CC=C(C=C1)OC1=C(C(=CC2=CC(=CC=C12)OC)C)C1=CSC=C1)=O (3-[4-(6-Methoxy-3-methyl-2-thiophen-3-yl-naphthalen-1-yloxy)-phenyl]-acrylic acid ethyl ester). Isolated yield 75.0%. RXN SMILES: [Li][CH2:2][CH2:3][CH2:4][CH3:5].[CH3:6][O:7][C:8]1[CH:9]=[C:10]2[C:15](=[CH:16][CH:17]=1)[C:14]([O:18][C:19]1[CH:26]=[CH:25]C(C=O)=[CH:21][CH:20]=1)=[C:13]([C:27]1[CH:31]=[CH:30][S:29][CH:28]=1)[C:12]([CH3:32])=[CH:11]2.[CH3:33][C:34](C)=[O:35].C(=O)=[O:38]>C1COCC1>[CH2:34]([O:35][C:2](=[O:38])[CH:3]=[CH:4][C:5]1[CH:25]=[CH:26][C:19]([O:18][C:14]2[C:15]3[C:10](=[CH:9][C:8]([O:7][CH3:6])=[CH:17][CH:16]=3)[CH:11]=[C:12]([CH3:32])[C:13]=2[C:27]2[CH:31]=[CH:30][S:29][CH:28]=2)=[CH:20][CH:21]=1)[CH3:33] |f:2.3|. Procedure: To a solution of triethylphosphonoacetate (0.242 mL, 1.22 mmol) in dry THF (4 mL) at −78° C. was slowly added 1.6 M nBuLi (0.812 mL, 1.30 mmol) then stirred for 30 min at above temperature. 4-(6-Methoxy-3-methyl-2-thiophen-3-yl-naphthalen-1-yloxy)-benzaldehyde (200) (0.304 g, 0.812 mmol) in dry THF (4 mL) was added to the reaction mixture slowly then stirred reaction mixture at above temperature for 1 h. The reaction was taken out of the acetone-dry ice bath and stirred at room temperature for 3... The reactants are COCCOC=1C=C(C=CC1OCCOC)C(C#N)C(C)=O (2-(3,4-bis{[2-(methyloxy)ethyl]oxy}phenyl)-3-oxobutanenitrile), Cl.Cl.NN (hydrazine dihydrochloride), C([O-])(O)=O.[Na+] (sodium bicarbonate). Solvent: C(C)O (ethanol). The product is COCCOC=1C=C(C=CC1OCCOC)C=1C(=NNC1N)C (4-(3,4-bis{[2-(methyloxy)ethyl]oxy}phenyl)-3-methyl-1H-pyrazol-5-amine). Isolated yield 73.7%. Reaction SMILES: [CH3:1][O:2][CH2:3][CH2:4][O:5][C:6]1[CH:7]=[C:8]([CH:17]([C:20](=O)[CH3:21])[C:18]#[N:19])[CH:9]=[CH:10][C:11]=1[O:12][CH2:13][CH2:14][O:15][CH3:16].Cl.Cl.[NH2:25][NH2:26].C(=O)(O)[O-].[Na+]>C(O)C>[CH3:1][O:2][CH2:3][CH2:4][O:5][C:6]1[CH:7]=[C:8]([C:17]2[C:20]([CH3:21])=[N:25][NH:26][C:18]=2[NH2:19])[CH:9]=[CH:10][C:11]=1[O:12][CH2:13][CH2:14][O:15][CH3:16] |f:1.2.3,4.5|. Procedure: To a solution of 2-(3,4-bis{[2-(methyloxy)ethyl]oxy}phenyl)-3-oxobutanenitrile (0.57 g, 1.9 mmol) in ethanol (5 mL) was added hydrazine dihydrochloride (0.20 g, 2.2 mmol) The resulting mixture was heated at reflux for 1 hour. It was cooled, pour into a saturated sodium bicarbonate solution (10 mL), and the mixture was extracted with ethyl acetate (3×10 mL). The combined extract was washed with aqueous sodium bicarbonate solution, brine, dried over sodium sulfate, filtered and concentrated to giv... Starting materials: CCCNCCOC, CC(C)N1CCN(C(=O)c2ccc(C=O)cc2)CC1. Yields the product CCCN(CCOC)Cc1ccc(C(=O)N2CCN(C(C)C)CC2)cc1. Reaction SMILES: [CH3:20][O:21][CH2:22][CH2:23][NH:24][CH2:25][CH2:26][CH3:27].[CH:1]([CH3:2])([CH3:3])[N:4]1[CH2:5][CH2:6][N:7]([C:10](=[O:11])[c:12]2[cH:13][cH:14][c:15]([CH:16]=[O:17])[cH:18][cH:19]2)[CH2:8][CH2:9]1>>[CH:1]([CH3:2])([CH3:3])[N:4]1[CH2:5][CH2:6][N:7]([C:10](=[O:11])[c:12]2[cH:13][cH:14][c:15]([CH2:16][N:24]([CH2:23][CH2:22][O:21][CH3:20])[CH2:25][CH2:26][CH3:27])[cH:18][cH:19]2)[CH2:8][CH2:9]1. Starting materials: COC(OC)c1cc(Oc2cccc(N(C(=O)OCc3ccccc3)C3CCCCC3)c2)ccc1[N+](=O)[O-], C1CCOC1, Cl, O. Yields the product O=Cc1cc(Oc2cccc(N(C(=O)OCc3ccccc3)C3CCCCC3)c2)ccc1[N+](=O)[O-]. Reaction SMILES: [CH2:1]([c:2]1[cH:3][cH:4][cH:5][cH:6][cH:7]1)[O:8][C:9]([N:10]([c:11]1[cH:12][c:13]([O:17][c:18]2[cH:19][c:20]([CH:27]([O:28][CH3:31])[O:29][CH3:30])[c:21]([N+:24](=[O:25])[O-:26])[cH:22][cH:23]2)[cH:14][cH:15][cH:16]1)[CH:32]1[CH2:33][CH2:34][CH2:35][CH2:36][CH2:37]1)=[O:38].[CH2:41]1[O:42][CH2:43][CH2:44][CH2:45]1.[ClH:40].[OH2:39]>>[CH2:1]([c:2]1[cH:3][cH:4][cH:5][cH:6][cH:7]1)[O:8][C:9]([N:10]([c:11]1[cH:12][c:13]([O:17][c:18]2[cH:19][c:20]([CH:27]=[O:28])[c:21]([N+:24](=[O:25])[O-:26])[cH:22][cH:23]2)[cH:14][cH:15][cH:16]1)[CH:32]1[CH2:33][CH2:34][CH2:35][CH2:36][CH2:37]1)=[O:38]. Starting materials: CCOC(=O)COc1ccc2cc(-c3oc4ccccc4c3CCC3CCCC3)ccc2c1Br, C1CCOC1, [K+], [OH-], O. The product is O=C(O)COc1ccc2cc(-c3oc4ccccc4c3CCC3CCCC3)ccc2c1Br. As a reaction SMILES: [Br:1][c:2]1[c:3]([O:28][CH2:29][C:30](=[O:31])[O:32][CH2:33][CH3:34])[cH:4][cH:5][c:6]2[cH:7][c:8](-[c:12]3[o:13][c:14]4[c:15]([c:16]3[CH2:17][CH2:18][CH:19]3[CH2:20][CH2:21][CH2:22][CH2:23]3)[cH:24][cH:25][cH:26][cH:27]4)[cH:9][cH:10][c:11]12.[CH2:37]1[O:38][CH2:39][CH2:40][CH2:41]1.[K+:36].[OH-:35].[OH2:42]>>[Br:1][c:2]1[c:3]([O:28][CH2:29][C:30](=[O:31])[OH:32])[cH:4][cH:5][c:6]2[cH:7][c:8](-[c:12]3[o:13][c:14]4[c:15]([c:16]3[CH2:17][CH2:18][CH:19]3[CH2:20][CH2:21][CH2:22][CH2:23]3)[cH:24][cH:25][cH:26][cH:27]4)[cH:9][cH:10][c:11]12. Starting materials: C(C1=CC=CC=C1)(C1=CC=CC=C1)=NC1=C(C=C(C#N)C=C1)C (4-(benzhydrylidene-amino)-3-methyl-benzonitrile), BrN1C(CCC1=O)=O (N-bromosuccinimide), C(C1=CC=CC=C1)(=O)OOC(C1=CC=CC=C1)=O (benzoyl peroxide). The solvent is C(Cl)(Cl)(Cl)Cl (CCl4), C(Cl)Cl (CH2Cl2). Product: C(C1=CC=CC=C1)(C1=CC=CC=C1)=NC1=C(C=C(C#N)C=C1)CBr (4-(Benzhydrylidene-amino)-3-bromomethyl-benzonitrile). Isolated yield 56.9%. As a reaction SMILES: [C:1](=[N:14][C:15]1[CH:22]=[CH:21][C:18]([C:19]#[N:20])=[CH:17][C:16]=1[CH3:23])([C:8]1[CH:13]=[CH:12][CH:11]=[CH:10][CH:9]=1)[C:2]1[CH:7]=[CH:6][CH:5]=[CH:4][CH:3]=1.[Br:24]N1C(=O)CCC1=O.C(OOC(=O)C1C=CC=CC=1)(=O)C1C=CC=CC=1>C(Cl)(Cl)(Cl)Cl.C(Cl)Cl>[C:1](=[N:14][C:15]1[CH:22]=[CH:21][C:18]([C:19]#[N:20])=[CH:17][C:16]=1[CH2:23][Br:24])([C:2]1[CH:7]=[CH:6][CH:5]=[CH:4][CH:3]=1)[C:8]1[CH:13]=[CH:12][CH:11]=[CH:10][CH:9]=1. Procedure: To a solution of 4-(benzhydrylidene-amino)-3-methyl-benzonitrile (1.36 g, 4.27 mmol) in 40 mL of CCl4 is added N-bromosuccinimide (0.84 g, 4.7 mmol) and benzoyl peroxide (0.22 g, 0.64 mmol). The solution is heated to reflux for 16 h. The solution is cooled to ambient temperatures. The solution is diluted with CH2Cl2. The solution is washed with 1N NaOH and saturated NaCl. The organic layer is dried over MgSO4, filtered and concentrated. The crude material is purified by column chromatography elu...